This data is from the Open Reaction Database (ORD), a public repository of structured organic reaction records. The task is: describe an organic reaction: reactants, conditions, products, and yield Reactants: O=C(CCCCl)c1ccc(F)cc1, [K+], [K+], O=C([O-])[O-], c1cc2c3c(c1)C1CNCCC1N3CCC2. Product: O=C(CCCN1CCC2C(C1)c1cccc3c1N2CCC3)c1ccc(F)cc1. Reaction SMILES: [Cl:17][CH2:18][CH2:19][CH2:20][C:21](=[O:22])[c:23]1[cH:24][cH:25][c:26]([F:29])[cH:27][cH:28]1.[K+:30].[K+:31].[O-:32][C:33]([O-:34])=[O:35].[cH:1]1[cH:2][cH:3][c:4]2[c:9]3[c:10]1[CH:11]1[CH:12]([N:8]3[CH2:7][CH2:6][CH2:5]2)[CH2:13][CH2:14][NH:15][CH2:16]1>>[cH:1]1[cH:2][cH:3][c:4]2[c:9]3[c:10]1[CH:11]1[CH:12]([N:8]3[CH2:7][CH2:6][CH2:5]2)[CH2:13][CH2:14][N:15]([CH2:18][CH2:19][CH2:20][C:21](=[O:22])[c:23]2[cH:24][cH:25][c:26]([F:29])[cH:27][cH:28]2)[CH2:16]1. Starting materials: CC#N, CCn1ncc2c(Cl)c(C(=O)O)cnc21, CC(C)(C)OC(=O)C1CCC(N)CC1. Product: CCn1ncc2c(NC3CCC(C(=O)OC(C)(C)C)CC3)c(C(=O)O)cnc21. RXN SMILES: [CH3:30][C:31]#[N:32].[Cl:1][c:2]1[c:3]2[c:4]([n:5][cH:6][c:7]1[C:8](=[O:9])[OH:10])[n:11]([CH2:14][CH3:15])[n:12][cH:13]2.[NH2:16][CH:17]1[CH2:18][CH2:19][CH:20]([C:23](=[O:24])[O:25][C:26]([CH3:27])([CH3:28])[CH3:29])[CH2:21][CH2:22]1>>[c:2]1([NH:16][CH:17]2[CH2:18][CH2:19][CH:20]([C:23](=[O:24])[O:25][C:26]([CH3:27])([CH3:28])[CH3:29])[CH2:21][CH2:22]2)[c:3]2[c:4]([n:5][cH:6][c:7]1[C:8](=[O:9])[OH:10])[n:11]([CH2:14][CH3:15])[n:12][cH:13]2.